From a dataset of the Open Reaction Database (ORD), a public repository of structured organic reaction records. describe an organic reaction: reactants, conditions, products, and yield Reactants: [BH4-], CNCCc1ccccc1, COC(=O)CCCCCCCC=O, CO, [Na+], O=S(=O)(O)O. Product: COC(=O)CCCCCCCCN(C)CCc1ccccc1. Reaction SMILES: [BH4-:29].[CH3:14][NH:15][CH2:16][CH2:17][c:18]1[cH:19][cH:20][cH:21][cH:22][cH:23]1.[CH3:1][O:2][C:3]([CH2:4][CH2:5][CH2:6][CH2:7][CH2:8][CH2:9][CH2:10][CH:11]=[O:12])=[O:13].[CH3:31][OH:32].[Na+:30].[S:24](=[O:25])(=[O:26])([OH:27])[OH:28]>>[CH3:1][O:2][C:3]([CH2:4][CH2:5][CH2:6][CH2:7][CH2:8][CH2:9][CH2:10][CH2:11][N:15]([CH3:14])[CH2:16][CH2:17][c:18]1[cH:19][cH:20][cH:21][cH:22][cH:23]1)=[O:13]. Reactants: CC(C)(C)O, O=Cc1ccc([N+](=O)[O-])cc1. Yields the product CC(C)(C)OC(=O)c1ccc([N+](=O)[O-])cc1. RXN SMILES: [CH3:12][C:13]([CH3:14])([CH3:15])[OH:16].[N+:1](=[O:2])([O-:3])[c:4]1[cH:5][cH:6][c:7]([CH:8]=[O:9])[cH:10][cH:11]1>>[N+:1](=[O:2])([O-:3])[c:4]1[cH:5][cH:6][c:7]([C:8](=[O:9])[O:16][C:13]([CH3:12])([CH3:14])[CH3:15])[cH:10][cH:11]1. Starting materials: CCCCCCCCCCCCCCCCC(O)COCC1CO1, CCO, NCCO, O. The product is CCCCCCCCCCCCCCCCC(O)COCC(O)CNCCO. As a reaction SMILES: [CH2:8]([CH:9]1[CH2:10][O:11]1)[O:12][CH2:13][CH:14]([CH2:15][CH2:16][CH2:17][CH2:18][CH2:19][CH2:20][CH2:21][CH2:22][CH2:23][CH2:24][CH2:25][CH2:26][CH2:27][CH2:28][CH2:29][CH3:30])[OH:31].[CH3:5][CH2:6][OH:7].[NH2:1][CH2:2][CH2:3][OH:4].[OH2:32]>>[NH:1]([CH2:2][CH2:3][OH:4])[CH2:10][CH:9]([CH2:8][O:12][CH2:13][CH:14]([CH2:15][CH2:16][CH2:17][CH2:18][CH2:19][CH2:20][CH2:21][CH2:22][CH2:23][CH2:24][CH2:25][CH2:26][CH2:27][CH2:28][CH2:29][CH3:30])[OH:31])[OH:11]. Starting materials: C(C(S)CC(=O)OCCCC)(=O)OCCCC (dibutyl thiomalate), C(CO)O (ethylene glycol). The reagents and catalysts are CCCC[O-].CCCC[O-].CCCC[O-].CCCC[O-].[Ti+4] (tetrabutyl titanate). Reaction conditions: temperature 125 celsius. The product is C(C(S)CC(=O)O)(=O)O.C(CCC)C=C (butyl ethylene thiomalate). Reaction SMILES: [C:1]([O:13][CH2:14][CH2:15][CH2:16][CH3:17])(=[O:12])[CH:2]([CH2:4][C:5]([O:7]CCCC)=[O:6])[SH:3].[CH2:18](O)[CH2:19]O>CCCC[O-].CCCC[O-].CCCC[O-].CCCC[O-].[Ti+4]>[C:1]([OH:13])(=[O:12])[CH:2]([CH2:4][C:5]([OH:7])=[O:6])[SH:3].[CH2:15]([CH:16]=[CH2:17])[CH2:14][CH2:18][CH3:19] |f:2.3.4.5.6,7.8|. Procedure: Two moles dibutyl thiomalate, 1 mole ethylene glycol, and 3 g tetrabutyl titanate catalyst were stirred and heated for 3 hours at 125° C. Vacuum was then applied, and volatiles stripped off to 135° C and 18 mm, to give butyl ethylene thiomalate having the following properties: The reactants are CN, CO, CCO, O=CC1=NN=C(c2ccc([N+](=O)[O-])cc2)c2cc3c(cc2C1)OCO3, ClCCl. RXN SMILES: [CH3:26][NH2:27].[CH3:28][OH:29].[CH3:33][CH2:34][OH:35].[CH:1](=[O:2])[C:3]1=[N:4][N:5]=[C:6]([c:17]2[cH:18][cH:19][c:20]([N+:23](=[O:24])[O-:25])[cH:21][cH:22]2)[c:7]2[c:8]([cH:10][c:11]3[c:12]([cH:13]2)[O:14][CH2:15][O:16]3)[CH2:9]1.[Cl:30][CH2:31][Cl:32]>>[CH:1]([C:3]1=[N:4][N:5]=[C:6]([c:17]2[cH:18][cH:19][c:20]([N+:23](=[O:24])[O-:25])[cH:21][cH:22]2)[c:7]2[c:8]([cH:10][c:11]3[c:12]([cH:13]2)[O:14][CH2:15][O:16]3)[CH2:9]1)=[N:27][CH3:26]. The product is CN=CC1=NN=C(c2ccc([N+](=O)[O-])cc2)c2cc3c(cc2C1)OCO3. The reactants are [Li+].[Cl-] (LiCl), ClC=1C=C(C#N)C=C(C1)OC (3-chloro-5-(methyloxy)benzonitrile), ice, CCOC(=O)C (EtOAc). The solvent is CN(C)C=O (DMF). Conditions: temperature 180 celsius. Yields the product ClC=1C=C(C#N)C=C(C1)O (3-chloro-5-hydroxybenzonitrile). Isolated yield 84.7%. Reaction SMILES: [Li+].[Cl-].[Cl:3][C:4]1[CH:5]=[C:6]([CH:9]=[C:10]([O:12]C)[CH:11]=1)[C:7]#[N:8].CCOC(C)=O>CN(C=O)C>[Cl:3][C:4]1[CH:5]=[C:6]([CH:9]=[C:10]([OH:12])[CH:11]=1)[C:7]#[N:8] |f:0.1|. Procedure: To a stirred solution of LiCl (84 g, 1980 mmol) in DMF (500 mL) was added 3-chloro-5-(methyloxy)benzonitrile (167 g, 1000 mmol). The reaction mixture was heated to 180° C. for 12 h. The reaction mixture was poured into ice (300 g) and EtOAc was added. The organic layer was separated, dried over MgSO4 and evaporated to dryness. The solid was recrystallized from EtOAc and petroleum ether (1:5) to afford the title compound (130 g, 67%) as a solid. The reactants are CS(=O)(=O)N1C=C(C=2C(CC(CC12)C1=C(C=CC=C1)C)=O)C (1-methanesulfonyl-3-methyl-6-(2-methylphenyl)-4,5,6,7-tetrahydroindol-4-one), C(=N)(N)NN.Cl (aminoguanidine hydrochloride), Cl (hydrochloric acid), O (water). Run in C(C)O (ethanol). Product: Cl.N(C(=N)N)N=C1C=2C(=CN(C2CC(C1)C1=C(C=CC=C1)C)S(=O)(=O)C)C (4-guanidinoimino-1-methanesulfonyl-3-methyl-6-(2-methylphenyl)-4,5,6,7-tetrahydroindole hydrochloride). Yield: 61.9%. Reaction SMILES: [CH3:1][S:2]([N:5]1[C:13]2[CH2:12][CH:11]([C:14]3[CH:19]=[CH:18][CH:17]=[CH:16][C:15]=3[CH3:20])[CH2:10][C:9](=O)[C:8]=2[C:7]([CH3:22])=[CH:6]1)(=[O:4])=[O:3].[C:23]([NH:26][NH2:27])([NH2:25])=[NH:24].[ClH:28].Cl.O>C(O)C>[ClH:28].[NH:26]([N:27]=[C:9]1[CH2:10][CH:11]([C:14]2[CH:19]=[CH:18][CH:17]=[CH:16][C:15]=2[CH3:20])[CH2:12][C:13]2[N:5]([S:2]([CH3:1])(=[O:4])=[O:3])[CH:6]=[C:7]([CH3:22])[C:8]1=2)[C:23]([NH2:25])=[NH:24] |f:1.2,6.7|. Procedure: A mixture of 1-methanesulfonyl-3-methyl-6-(2-methylphenyl)-4,5,6,7-tetrahydroindol-4-one (0.20 g), aminoguanidine hydrochloride (0.073 g), concentrated hydrochloric acid (0.032 ml), water (0.032 ml) and ethanol (20 ml) was refluxed for 30 minutes. Under reduced pressure, the solvent was evaporated, and to the residue was added sodium hydrogen carbonate solution. The mixture was extracted with ethyl acetate, and the organic layer was purified with silica gel column chromatography (EtOAc/MeOH). To...